describe an organic reaction: reactants, conditions, products, and yield From a dataset of the Open Reaction Database (ORD), a public repository of structured organic reaction records. Run at time 16 hour. Starting materials: CS(=O)(=O)NC1=CC=C(C=C1)C1=COC2=CC(=CC=C2C1=O)C#CC1CN(C1)C(=O)OC(C)(C)C (tert-butyl 3-((3-(4-(methylsulfonamido)phenyl)-4-oxo-4H-chromen-7-yl)ethynyl)azetidine-1-carboxylate), FC(C(=O)O)(F)F (trifluoroacetic acid), ClCCl (dichloromethane). The product is C1(CC1)C(=O)N1CC(C1)C#CC1=CC=C2C(C(=COC2=C1)C1=CC=C(C=C1)NS(=O)(=O)C)=O (N-(4-(7-((1-(cyclopropanecarbonyl)azetidin-3-yl)ethynyl)-4-oxo-4H-chromen-3-yl)phenyl)methanesulfonamide). As a reaction SMILES: [CH3:1][S:2]([NH:5][C:6]1[CH:11]=[CH:10][C:9]([C:12]2[C:21](=[O:22])[C:20]3[C:15](=[CH:16][C:17]([C:23]#[C:24][CH:25]4[CH2:28][N:27]([C:29]([O:31]C(C)(C)C)=O)[CH2:26]4)=[CH:18][CH:19]=3)[O:14][CH:13]=2)=[CH:8][CH:7]=1)(=[O:4])=[O:3].F[C:37](F)(F)[C:38](O)=O.Cl[CH2:44]Cl>>[CH:38]1([C:29]([N:27]2[CH2:26][CH:25]([C:24]#[C:23][C:17]3[CH:16]=[C:15]4[C:20]([C:21](=[O:22])[C:12]([C:9]5[CH:8]=[CH:7][C:6]([NH:5][S:2]([CH3:1])(=[O:3])=[O:4])=[CH:11][CH:10]=5)=[CH:13][O:14]4)=[CH:19][CH:18]=3)[CH2:28]2)=[O:31])[CH2:37][CH2:44]1. Procedure: To a solution of tert-butyl 3-((3-(4-(methylsulfonamido)phenyl)-4-oxo-4H-chromen-7-yl)ethynyl)azetidine-1-carboxylate (103 mgs, 0.209 mmol) in dichloromethane (2 mL), trifluoroacetic acid (0.2 mL, 2.08 mmol) was added and stirred at room temperature. After 2 hours the reaction mixture was concentrated and the residue dried under reduced pressure. The crude material was dissolved in dichloromethane (3 mL) and diisopropylethylamine (0.2 mL) and cyclopropanecarbonyl chloride (0.1 mL) were added, an... The reactants are O=C(O)CCc1ccc(B(O)O)cc1, [Na+], [Na+], O=C([O-])[O-], C1COCCO1, O, O=C1N(c2ccccc2)C(c2cccc(Br)c2)CN1S(=O)(=O)c1ccccc1. Product: O=C(O)CCc1ccc(-c2cccc(C3CN(S(=O)(=O)c4ccccc4)C(=O)N3c3ccccc3)c2)cc1. As a reaction SMILES: [C:29](=[O:30])([OH:31])[CH2:32][CH2:33][c:34]1[cH:35][cH:36][c:37]([B:40]([OH:41])[OH:42])[cH:38][cH:39]1.[Na+:43].[Na+:44].[O-:45][C:46](=[O:47])[O-:48].[O:50]1[CH2:51][CH2:52][O:53][CH2:54][CH2:55]1.[OH2:49].[c:1]1([S:7](=[O:8])(=[O:9])[N:10]2[C:11](=[O:28])[N:12]([c:22]3[cH:23][cH:24][cH:25][cH:26][cH:27]3)[CH:13]([c:15]3[cH:16][c:17]([Br:21])[cH:18][cH:19][cH:20]3)[CH2:14]2)[cH:2][cH:3][cH:4][cH:5][cH:6]1>>[c:1]1([S:7](=[O:8])(=[O:9])[N:10]2[C:11](=[O:28])[N:12]([c:22]3[cH:23][cH:24][cH:25][cH:26][cH:27]3)[CH:13]([c:15]3[cH:16][c:17](-[c:37]4[cH:36][cH:35][c:34]([CH2:33][CH2:32][C:29](=[O:30])[OH:31])[cH:39][cH:38]4)[cH:18][cH:19][cH:20]3)[CH2:14]2)[cH:2][cH:3][cH:4][cH:5][cH:6]1. Reactants: C1(CCCCC1)N (Cyclohexyl amine). The solvent is CC(=O)C (acetone). Run at temperature 20 celsius. The product is C1(CCCCC1)NC1CCCCC1 (bis-cyclohexylamine). Yield: 157.9%. RXN SMILES: [CH:1]1([NH2:7])[CH2:6][CH2:5][CH2:4][CH2:3][CH2:2]1>CC(C)=O>[CH:1]1([NH:7][CH:1]2[CH2:6][CH2:5][CH2:4][CH2:3][CH2:2]2)[CH2:6][CH2:5][CH2:4][CH2:3][CH2:2]1. Procedure: Sodium azide (52.2 g, 0.803 mol) was added to water (200 mL) in a 2 L three-neck flask fitted with a mechanical stirrer and a reflux condenser. A gas outlet tube from the condenser was connected to the sidearm of a 4 L filter flask containing bleach (3 L) in order to destroy the methanethiol evolved during the reaction. A rubber stopper was placed lightly on the top of the filter flask, and the stirred bleach was cooled in an ice bath. Compound 3 (185 g, 0.730 mol) and isopropanol (400 mL) were ... Starting materials: COC(=O)C(F)(Cl)Cl, O=CC(F)=CCCCCCCCOc1ccc2ccccc2n1. Yields the product COC(=O)C(F)=CC(F)=CCCCCCCCOc1ccc2ccccc2n1. Reaction SMILES: [Cl:24][C:25]([C:26](=[O:27])[O:28][CH3:29])([F:30])[Cl:31].[F:1][C:2]([CH:3]=[O:4])=[CH:5][CH2:6][CH2:7][CH2:8][CH2:9][CH2:10][CH2:11][CH2:12][O:13][c:14]1[n:15][c:16]2[cH:17][cH:18][cH:19][cH:20][c:21]2[cH:22][cH:23]1>>[F:1][C:2]([CH:3]=[C:25]([C:26](=[O:27])[O:28][CH3:29])[F:30])=[CH:5][CH2:6][CH2:7][CH2:8][CH2:9][CH2:10][CH2:11][CH2:12][O:13][c:14]1[n:15][c:16]2[cH:17][cH:18][cH:19][cH:20][c:21]2[cH:22][cH:23]1. Starting materials: Cl (hydrochloric acid), N1=CC=CC=C1 (pyridine), ClS(=O)(=O)C1=CC=C(C2=NON=C21)F (4-chlorosulfonyl-7-fluoro-2,1,3-benzoxadiazole), C1(=CC=CC=C1)O (phenol). Solvent: C(Cl)(Cl)Cl (chloroform), C1=CC=CC=C1 (benzene), C1=CC=CC=C1 (benzene). Product: FC1=CC=C(C=2C1=NON2)S(=O)(=O)OC2=CC=CC=C2 (7-fluoro-4-phenoxysulfonyl-2,1,3-benzoxadiazole). Reaction SMILES: Cl[S:2]([C:5]1[C:13]2[C:9](=[N:10][O:11][N:12]=2)[C:8]([F:14])=[CH:7][CH:6]=1)(=[O:4])=[O:3].[C:15]1([OH:21])[CH:20]=[CH:19][CH:18]=[CH:17][CH:16]=1.N1C=CC=CC=1.Cl>C1C=CC=CC=1.C(Cl)(Cl)Cl>[F:14][C:8]1[C:9]2=[N:10][O:11][N:12]=[C:13]2[C:5]([S:2]([O:21][C:15]2[CH:20]=[CH:19][CH:18]=[CH:17][CH:16]=2)(=[O:4])=[O:3])=[CH:6][CH:7]=1. Procedure: 1.0 g of the compound obtained in Example 1 and 1 g of phenol were dissolved in 5 ml of benzene. Next, after dripping in a chilled mixed solution of 5 ml of benzene and 1 ml of pyridine, the solution was allowed to react for 4 hours at room temperature. After dripping in 50 ml of chilled 10% hydrochloric acid, the solution was extracted with benzene, water washed, and then dried with magnesium sulfate and reduced pressure concentrated. The remaining solid was subjected to chloroform mobile phase... Starting materials: CN(C)P(=O)(N(C)C)N(C)C, O=C1Cc2ccc(Cl)cc2S1, O=C(Nc1nccs1)Oc1ccccc1. The product is O=C(Nc1nccs1)C1C(=O)Sc2cc(Cl)ccc21. RXN SMILES: [CH3:27][N:28]([CH3:29])[P:30](=[O:31])([N:32]([CH3:33])[CH3:34])[N:35]([CH3:36])[CH3:37].[Cl:1][c:2]1[cH:3][cH:4][c:5]2[c:6]([cH:11]1)[S:7][C:8](=[O:10])[CH2:9]2.[s:12]1[c:13]([NH:17][C:18]([O:19][c:21]2[cH:22][cH:23][cH:24][cH:25][cH:26]2)=[O:20])[n:14][cH:15][cH:16]1>>[Cl:1][c:2]1[cH:3][cH:4][c:5]2[c:6]([cH:11]1)[S:7][C:8](=[O:10])[CH:9]2[C:18]([NH:17][c:13]1[s:12][cH:16][cH:15][n:14]1)=[O:19]. The reactants are CC(=O)OC(C)=O, O, Cc1ccccc1C(=O)Nc1ccc(C(=O)N2CCCC(O)c3ccccc32)cc1, c1ccncc1. Yields the product CC(=O)OC1CCCN(C(=O)c2ccc(NC(=O)c3ccccc3C)cc2)c2ccccc21. RXN SMILES: [CH3:31][C:32](=[O:33])[O:34][C:35](=[O:36])[CH3:37].[OH2:44].[OH:1][CH:2]1[CH2:3][CH2:4][CH2:5][N:6]([C:13]([c:14]2[cH:15][cH:16][c:17]([NH:20][C:21]([c:22]3[c:23]([CH3:28])[cH:24][cH:25][cH:26][cH:27]3)=[O:29])[cH:18][cH:19]2)=[O:30])[c:7]2[c:8]1[cH:9][cH:10][cH:11][cH:12]2.[cH:38]1[cH:39][cH:40][n:41][cH:42][cH:43]1>>[O:1]([CH:2]1[CH2:3][CH2:4][CH2:5][N:6]([C:13]([c:14]2[cH:15][cH:16][c:17]([NH:20][C:21]([c:22]3[c:23]([CH3:28])[cH:24][cH:25][cH:26][cH:27]3)=[O:29])[cH:18][cH:19]2)=[O:30])[c:7]2[c:8]1[cH:9][cH:10][cH:11][cH:12]2)[C:32]([CH3:31])=[O:33].